This data is from the Open Reaction Database (ORD), a public repository of structured organic reaction records. The task is: describe an organic reaction: reactants, conditions, products, and yield Reactants: [N+](=O)([O-])C1=CC=C(C(=O)N2CCCC3=CC=CC=C23)C=C1 (1-(4-nitrobenzoyl)-1,2,3,4-tetrahydroquinoline), [H][H] (hydrogen). Reagents/catalysts: [Pd] (Pd-C). The solvent is C(C)O (ethanol). Product: NC1=CC=C(C(=O)N2CCCC3=CC=CC=C23)C=C1 (1-(4-aminobenzoyl)-1,2,3,4-tetrahydroquinoline). The yield is 97.8%. Reaction SMILES: [N+:1]([C:4]1[CH:21]=[CH:20][C:7]([C:8]([N:10]2[C:19]3[C:14](=[CH:15][CH:16]=[CH:17][CH:18]=3)[CH2:13][CH2:12][CH2:11]2)=[O:9])=[CH:6][CH:5]=1)([O-])=O.[H][H]>C(O)C.[Pd]>[NH2:1][C:4]1[CH:21]=[CH:20][C:7]([C:8]([N:10]2[C:19]3[C:14](=[CH:15][CH:16]=[CH:17][CH:18]=3)[CH2:13][CH2:12][CH2:11]2)=[O:9])=[CH:6][CH:5]=1. Reported procedure: To a solution of 10% Pd-C (5 g) in ethanol (500 ml) is added 1-(4-nitrobenzoyl)-1,2,3,4-tetrahydroquinoline (53.4 g) and the mixture is subjected to catalytic reduction at ordinary temperature under atmospheric pressure of hydrogen. After the reduction, 10% Pd-C is removed by filtration, and the filtrate is concentrated under reduced pressure to give 1-(4-aminobenzoyl)-1,2,3,4-tetrahydroquinoline (46.7 g) as yellow powder, m.p. 185°-188° C. Starting materials: CCOC(=O)c1[nH]c(C=O)c(CCC(=O)O)c1C, O=C1Cc2c(cccc2C2CCNCC2)N1. The product is CCOC(=O)c1[nH]c(C=C2C(=O)Nc3cccc(C4CCNCC4)c32)c(CCC(=O)O)c1C. Reaction SMILES: [CH2:17]([CH3:18])[O:19][C:20](=[O:21])[c:22]1[nH:23][c:24]([CH:33]=[O:34])[c:25]([CH2:28][CH2:29][C:30](=[O:31])[OH:32])[c:26]1[CH3:27].[NH:1]1[CH2:2][CH2:3][CH:4]([c:7]2[c:8]3[c:12]([cH:13][cH:14][cH:15]2)[NH:11][C:10](=[O:16])[CH2:9]3)[CH2:5][CH2:6]1>>[NH:1]1[CH2:2][CH2:3][CH:4]([c:7]2[c:8]3[c:12]([cH:13][cH:14][cH:15]2)[NH:11][C:10](=[O:16])[C:9]3=[CH:33][c:24]2[nH:23][c:22]([C:20]([O:19][CH2:17][CH3:18])=[O:21])[c:26]([CH3:27])[c:25]2[CH2:28][CH2:29][C:30](=[O:31])[OH:32])[CH2:5][CH2:6]1. Yields the product O=C1OC2=CC3=C(C=C2C(=C1CC(=O)O)C1=CC=CC=C1)CCC3=O ((2,8-dioxo-4-phenyl-2,6,7,8-tetrahydrocyclopenta[g]chromen-3-yl)acetic acid). Yield: 78.6%. RXN SMILES: C([O:3][C:4](=[O:27])[CH2:5][C:6]1[C:7](=[O:26])[O:8][C:9]2[C:14]([C:15]=1[C:16]1[CH:21]=[CH:20][CH:19]=[CH:18][CH:17]=1)=[CH:13][C:12]1[CH2:22][CH2:23][C:24](=[O:25])[C:11]=1[CH:10]=2)C.Cl>C(O)(=O)C>[O:26]=[C:7]1[C:6]([CH2:5][C:4]([OH:27])=[O:3])=[C:15]([C:16]2[CH:17]=[CH:18][CH:19]=[CH:20][CH:21]=2)[C:14]2[C:9](=[CH:10][C:11]3[C:24](=[O:25])[CH2:23][CH2:22][C:12]=3[CH:13]=2)[O:8]1. Procedure: Ethyl(2,8-dioxo-4-phenyl-2,6,7,8-tetrahydrocyclopenta[g]chromen-3-yl)acetate (1.2 g) was dissolved in acetic acid (20 ml) and concentrated hydrochloric acid (10 ml), and heated under reflux for 30 minutes. The reaction solution was concentrated under reduced pressure, and the resultant residue was dissolved in a solvent mixture of THF (10 ml) and ethyl acetate (50 ml), and then washed with water followed by a saturated aqueous solution of sodium hydrogen carbonate and a saturated aqueous solutio... Starting materials: C(C)OC(CC=1C(OC2=CC3=C(C=C2C1C1=CC=CC=C1)CCC3=O)=O)=O (Ethyl(2,8-dioxo-4-phenyl-2,6,7,8-tetrahydrocyclopenta[g]chromen-3-yl)acetate), Cl (hydrochloric acid). Run in C(C)(=O)O (acetic acid).